Dataset: the Open Reaction Database (ORD), a public repository of structured organic reaction records. Task: describe an organic reaction: reactants, conditions, products, and yield Reactants: C(C(=O)O)(=O)O (oxalic acid), N1CC(CC1)CC1=CNC2=CC=C(C=C12)C#N (3-[3-pyrrolidinylmethyl]-1H-indole-5-carbonitrile), C(O)([O-])=O.[Na+] (sodium hydrogen carbonate), O1C(=CC=C1)C=O (furaldehyde), C(C)(=O)O[BH-](OC(C)=O)OC(C)=O.[Na+] (sodium triacetoxyborohydride). Solvent: C(C)O (ethanol), ClCCCl (1,2-dichloroethane). Run at time 10 minute. The product is C(C(=O)O)(=O)O.O1C(=CC=C1)CN1CC(CC1)CC1=CNC2=CC=C(C=C12)C#N (3-{[1-(2-Furylmethyl)-3-pyrrolidinyl]methyl}-1H-indole-5-carbonitrile Oxalate). As a reaction SMILES: [NH:1]1[CH2:5][CH2:4][CH:3]([CH2:6][C:7]2[C:15]3[C:10](=[CH:11][CH:12]=[C:13]([C:16]#[N:17])[CH:14]=3)[NH:9][CH:8]=2)[CH2:2]1.[O:18]1[CH:22]=[CH:21][CH:20]=[C:19]1[CH:23]=O.C(O[BH-](OC(=O)C)OC(=O)C)(=O)C.[Na+].C(=O)([O-])O.[Na+].[C:44]([OH:49])(=[O:48])[C:45]([OH:47])=[O:46]>ClCCCl.C(O)C>[C:44]([OH:49])(=[O:48])[C:45]([OH:47])=[O:46].[O:18]1[CH:22]=[CH:21][CH:20]=[C:19]1[CH2:23][N:1]1[CH2:5][CH2:4][CH:3]([CH2:6][C:7]2[C:15]3[C:10](=[CH:11][CH:12]=[C:13]([C:16]#[N:17])[CH:14]=3)[NH:9][CH:8]=2)[CH2:2]1 |f:2.3,4.5,9.10|. Procedure: Under an inert atmosphere and at ambient temperature, 47.3 mmol (10 g) of 3-[3-pyrrolidinylmethyl]-1H-indole-5-carbonitrile (described in Preparation A) are dissolved in 650 ml of 1,2-dichloroethane, and then 47.3 mmol (4.26 g) of furaldehyde are added. Stirring is carried out for 10 minutes, and 66.2 mmol (13.79 g) of sodium triacetoxyborohydride are added. After 30 minutes at ambient temperature, 350 ml of saturated sodium hydrogen carbonate solution are added. The organic phase is separated o... Starting materials: FC(C(CC(=O)C1=NC=CC=C1)=O)(F)F (4,4,4-trifluoro-1-(pyridin-2-yl)butane-1,3-dione), S(=O)(=O)(O)O.CSC(N)=N (2-methyl-2-thiopseudourea sulfate), [O-]CC.[Na+] (sodium ethoxide). Run in C(C)O (ethanol). Yields the product FC(C1=NC(=NC(=C1)C1=NC=CC=C1)SC)(F)F (4-trifluoromethyl-2-methylthio-6-(pyridin-2-yl)pyrimidine). The yield is 16.8%. As a reaction SMILES: [F:1][C:2]([F:15])([F:14])[C:3](=O)[CH2:4][C:5]([C:7]1[CH:12]=[CH:11][CH:10]=[CH:9][N:8]=1)=O.S(O)(O)(=O)=O.[CH3:21][S:22][C:23](=[NH:25])[NH2:24].[O-]CC.[Na+]>C(O)C>[F:1][C:2]([F:15])([F:14])[C:3]1[CH:4]=[C:5]([C:7]2[CH:12]=[CH:11][CH:10]=[CH:9][N:8]=2)[N:25]=[C:23]([S:22][CH3:21])[N:24]=1 |f:1.2,3.4|. Procedure: To a solution of 4,4,4-trifluoro-1-(pyridin-2-yl)butane-1,3-dione (1.0 g, 4.6 mmol) in ethanol (10 mL) was added 2-methyl-2-thiopseudourea sulfate (0.64 g, 4.6 mmol), followed by sodium ethoxide (3.0 mL of 21 wt. % solution in ethanol, 9 mmol). The mixture was heated at reflux for 9 h, then cooled to room temperature and extracted with EA. The EA was washed with water and the solvent removed under reduced pressure. The crude product was purified by column chromatography, eluting with 49:1 chloro... Reactants: CCOC(=O)c1cnc(SC)nc1Nc1cc(C(C)(C)C)nn1-c1cc(C)ccc1C, C1CCOC1, CCO, Cl, [Li+], [OH-], O, O. Product: CSc1ncc(C(=O)O)c(Nc2cc(C(C)(C)C)nn2-c2cc(C)ccc2C)n1. Reaction SMILES: [C:1]([CH3:2])([CH3:3])([CH3:4])[c:5]1[n:6][n:7](-[c:24]2[c:25]([CH3:31])[cH:26][cH:27][c:28]([CH3:30])[cH:29]2)[c:8]([NH:10][c:11]2[n:12][c:13]([S:22][CH3:23])[n:14][cH:15][c:16]2[C:17](=[O:18])[O:19][CH2:20][CH3:21])[cH:9]1.[CH2:39]1[O:40][CH2:41][CH2:42][CH2:43]1.[CH3:36][CH2:37][OH:38].[ClH:35].[Li+:34].[OH-:33].[OH2:32].[OH2:44]>>[C:1]([CH3:2])([CH3:3])([CH3:4])[c:5]1[n:6][n:7](-[c:24]2[c:25]([CH3:31])[cH:26][cH:27][c:28]([CH3:30])[cH:29]2)[c:8]([NH:10][c:11]2[n:12][c:13]([S:22][CH3:23])[n:14][cH:15][c:16]2[C:17](=[O:18])[OH:19])[cH:9]1. Reactants: CC=1C(NC(N(N1)CCCN1C[C@]2(C[C@H]2C1)C1=CC=C(C=C1)C(F)(F)F)=O)=O (6-methyl-2-(3-{(1S,5R)-1-[4-(trifluoromethyl)phenyl]-3-azabicyclo[3.1.0]hex-3-yl}propyl)-1,2,4-triazine-3,5(2H,4H)-dione), Cl (HCl). The solvent is CCOCC (Et2O), CCOCC (Et2O). Product: Cl.CC=1C(NC(N(N1)CCCN1C[C@]2(C[C@H]2C1)C1=CC=C(C=C1)C(F)(F)F)=O)=O (6-methyl-2-(3-{(1S,5R)-1-[4-(trifluoromethyl)phenyl]-3-azabicyclo[3.1.0]hex-3-yl}propyl)-1,2,4-triazine-3,5(2H,4H)-dione hydrochloride salt). RXN SMILES: [CH3:1][C:2]1[C:3](=[O:28])[NH:4][C:5](=[O:27])[N:6]([CH2:8][CH2:9][CH2:10][N:11]2[CH2:16][C@H:15]3[C@:13]([C:17]4[CH:22]=[CH:21][C:20]([C:23]([F:26])([F:25])[F:24])=[CH:19][CH:18]=4)([CH2:14]3)[CH2:12]2)[N:7]=1.[ClH:29]>CCOCC>[ClH:29].[CH3:1][C:2]1[C:3](=[O:28])[NH:4][C:5](=[O:27])[N:6]([CH2:8][CH2:9][CH2:10][N:11]2[CH2:16][C@H:15]3[C@:13]([C:17]4[CH:22]=[CH:21][C:20]([C:23]([F:26])([F:25])[F:24])=[CH:19][CH:18]=4)([CH2:14]3)[CH2:12]2)[N:7]=1 |f:3.4|. Reported procedure: 6-methyl-2-(3-{(1S,5R)-1-[4-(trifluoromethyl)phenyl]-3-azabicyclo[3.1.0]hex-3-yl}propyl)-1,2,4-triazine-3,5(2H,4H)-dione was dissolved in Et2O and treated with HCl 1N in Et2O to form the title compound 6-methyl-2-(3-{(1S,5R)-1-[4-(trifluoromethyl)phenyl]-3-azabicyclo[3.1.0]hex-3-yl}propyl)-1,2,4-triazine-3,5(2H,4H)-dione hydrochloride salt (E2, 73.8 mg, 0.171 mmol). Starting materials: NC1=C(C=O)C=CC(=C1)C1=CC=C(C=C1)C (2-amino-4-(4-methylphenyl)benzaldehyde), C(C(=O)C)(=O)O (pyruvic acid), [OH-].[Na+] (sodium hydroxide), CO (methanol), CO (methanol). Reaction conditions: temperature 55 celsius, time 9 hour. Yields the product CC1=CC=C(C=C1)C1=CC(=NC2=CC=CC=C12)C(=O)O (4-(4-methylphenyl)quinoline-2-carboxylic acid). RXN SMILES: [NH2:1][C:2]1[CH:9]=[C:8]([C:10]2[CH:15]=[CH:14][C:13]([CH3:16])=[CH:12][CH:11]=2)[CH:7]=[CH:6][C:3]=1C=O.[C:17]([OH:22])(=[O:21])[C:18]([CH3:20])=O.[OH-].[Na+].[CH3:25]O>>[CH3:16][C:13]1[CH:12]=[CH:11][C:10]([C:8]2[C:9]3[C:2](=[CH:3][CH:6]=[CH:7][CH:25]=3)[N:1]=[C:18]([C:17]([OH:22])=[O:21])[CH:20]=2)=[CH:15][CH:14]=1 |f:2.3|. Procedure details: Into a solution of 2-amino-4-(4-methylphenyl)benzaldehyde (0.23 g) and pyruvic acid (192 mg) in methanol (20 ml) was added a solution of sodium hydroxide (349 mg)/methanol (20 ml), and the resulting mixture was stirred at 50-60° C. for 9 hours and was then concentrated. The concentrate was extracted with water, and the aqueous layer was washed twice with diethyl ether and was then mixed with 1 N hydrochloric acid to adjust the pH to 1-2. The resulting mixture was extracted with ethyl acetate, an... Starting materials: CC(C)(C)OC(=O)N1CCCC1COc1ccc(O)cc1, ClCc1cc2c(cc1Cl)OCO2. The product is CC(C)(C)OC(=O)N1CCCC1COc1ccc(OCc2cc3c(cc2Cl)OCO3)cc1. RXN SMILES: [C:1]([CH3:2])([CH3:3])([CH3:4])[O:5][C:6](=[O:7])[N:8]1[CH:9]([CH2:13][O:14][c:15]2[cH:16][cH:17][c:18]([OH:21])[cH:19][cH:20]2)[CH2:10][CH2:11][CH2:12]1.[Cl:22][c:23]1[cH:24][c:25]2[c:26]([cH:30][c:31]1[CH2:32][Cl:33])[O:27][CH2:28][O:29]2>>[C:1]([CH3:2])([CH3:3])([CH3:4])[O:5][C:6](=[O:7])[N:8]1[CH:9]([CH2:13][O:14][c:15]2[cH:16][cH:17][c:18]([O:21][CH2:32][c:31]3[c:23]([Cl:22])[cH:24][c:25]4[c:26]([cH:30]3)[O:27][CH2:28][O:29]4)[cH:19][cH:20]2)[CH2:10][CH2:11][CH2:12]1. RXN SMILES: [Al+3:30].[CH2:1]([c:2]1[cH:3][cH:4][cH:5][cH:6][cH:7]1)[CH:8]1[CH2:9][N:10]([c:15]2[cH:16][c:17]([O:23][CH:24]3[CH2:25][CH2:26][CH2:27][CH2:28]3)[c:18]([O:21][CH3:22])[cH:19][cH:20]2)[CH2:11][C:12](=[O:14])[NH:13]1.[CH2:35]1[O:36][CH2:37][CH2:38][CH2:39]1.[H-:29].[H-:32].[H-:33].[H-:34].[Li+:31]>>[CH2:1]([c:2]1[cH:3][cH:4][cH:5][cH:6][cH:7]1)[CH:8]1[CH2:9][N:10]([c:15]2[cH:16][c:17]([O:23][CH:24]3[CH2:25][CH2:26][CH2:27][CH2:28]3)[c:18]([O:21][CH3:22])[cH:19][cH:20]2)[CH2:11][CH2:12][NH:13]1. Product: COc1ccc(N2CCNC(Cc3ccccc3)C2)cc1OC1CCCC1. The reactants are [Al+3], COc1ccc(N2CC(=O)NC(Cc3ccccc3)C2)cc1OC1CCCC1, C1CCOC1, [H-], [H-], [H-], [H-], [Li+]. Conditions: temperature 70 celsius. Run in C(C)O (ethyl alcohol). Starting materials: C(C)(=O)N[C@@H](CC1=CNC2=CC=CC=C12)C(=O)O (N-acetyl tryptophan), C(O)CN (monoethanolamine). Product: C(C)(=O)N[C@@H](CC1=CNC2=CC=CC=C12)C(=O)O.C(O)CN (monoethanolamine N-acetyl tryptophanate). Procedure: 50 g of absolute ethyl alcohol and 24.6 g (0.1 mol) of N-acetyl tryptophan (DL) were mixed in a 250-ml three-necked flask, yielding a rather thick paste. 6.5 g (0.107 M) of monoethanolamine was added; the mixture dissolved rapidly, after which the salt was observed to crystallise. The mixture was heated to 70° C. for 30 minutes and cooled to 20° C. The crystals (colourless) were thoroughly centrifuged, washed in ethyl ether and dried at 50° C. As a reaction SMILES: [C:1]([NH:4][C@H:5]([C:16]([OH:18])=[O:17])[CH2:6][C:7]1[C:15]2[C:10](=[CH:11][CH:12]=[CH:13][CH:14]=2)[NH:9][CH:8]=1)(=[O:3])[CH3:2].[CH2:19]([CH2:21][NH2:22])[OH:20]>C(O)C>[C:1]([NH:4][C@H:5]([C:16]([OH:18])=[O:17])[CH2:6][C:7]1[C:15]2[C:10](=[CH:11][CH:12]=[CH:13][CH:14]=2)[NH:9][CH:8]=1)(=[O:3])[CH3:2].[CH2:19]([CH2:21][NH2:22])[OH:20] |f:3.4|. The reactants are C(C)(C)(C)C1=C(C(=CC(=C1)C)C(C)(C)C)O (2,6-di-tert-butyl-4-methylphenol), CN(C)CCCN1CN(CN(C1)CCCN(C)C)CCCN(C)C (Desmorapid), CSC=1C=C(C=CC1)N=C=O (3-(methylthio)phenyl isocyanate), C(C=C)(=O)OCC(CC)O (2-hydroxybutyl acrylate), [N-]=C=O (isocyanate). Reaction conditions: temperature 60 celsius. The product is C(C=C)(=O)OCC(CC)OC(NC1=CC(=CC=C1)SC)=O (2-({[3-(Methylsulphanyl)phenyl]carbamoyl}oxy)butyl prop-2-enoate). As a reaction SMILES: C(C1C=C(C)C=C(C(C)(C)C)C=1O)(C)(C)C.CN(CCCN1CN(CCCN(C)C)CN(CCCN(C)C)C1)C.[CH3:41][S:42][C:43]1[CH:44]=[C:45]([N:49]=[C:50]=[O:51])[CH:46]=[CH:47][CH:48]=1.[C:52]([O:56][CH2:57][CH:58]([OH:61])[CH2:59][CH3:60])(=[O:55])[CH:53]=[CH2:54].[N-]=C=O>>[C:52]([O:56][CH2:57][CH:58]([O:61][C:50](=[O:51])[NH:49][C:45]1[CH:46]=[CH:47][CH:48]=[C:43]([S:42][CH3:41])[CH:44]=1)[CH2:59][CH3:60])(=[O:55])[CH:53]=[CH2:54]. Reported procedure: 0.05 g of 2,6-di-tert-butyl-4-methylphenol, 0.02 g of Desmorapid Z, 26.7 g of 3-(methylthio)phenyl isocyanate were initially introduced into a 250 ml round-bottomed flask and heated to 60° C. Thereafter, 23.3 g of 2-hydroxybutyl acrylate were added dropwise and the mixture was kept further at 60° C. until the isocyanate content had fallen below 0.1%. Thereafter, the ethyl acetate was distilled offat 5 mbar and cooling was effected. The product was obtained as a crystalline solid. The reactants are ClC=1C(=C(C=CC1)C1NCC(C1(C#N)C1=C(C=C(C=C1)Cl)F)CC(C)(C)C)F (rac-(2S,3S,4S)-2-(3-chloro-2-fluoro-phenyl)-3-(4-chloro-2-fluoro-phenyl)-4-(2,2-dimethyl-propyl)-pyrrolidine-3-carbonitrile), FC1=CC=C(C=C1)N=C=O (4-fluorophenyl isocyanate). Solvent: C(Cl)Cl (CH2Cl2). Run at time 24 hour. Product: FC1=CC=C(C=C1)NC(=O)N1[C@@H]([C@@]([C@@H](C1)CC(C)(C)C)(C#N)C1=C(C=C(C=C1)Cl)F)C1=C(C(=CC=C1)Cl)F ((2S,3S,4S)-2-(3-chloro-2-fluoro-phenyl)-3-(4-chloro-2-fluoro-phenyl)-3-cyano-4-(2,2-dimethyl-propyl)-pyrrolidine-1-carboxylic acid (4-fluoro-phenyl)-amide). The yield is 79.8%. As a reaction SMILES: [Cl:1][C:2]1[C:3]([F:28])=[C:4]([CH:8]2[C:12]([C:15]3[CH:20]=[CH:19][C:18]([Cl:21])=[CH:17][C:16]=3[F:22])([C:13]#[N:14])[CH:11]([CH2:23][C:24]([CH3:27])([CH3:26])[CH3:25])[CH2:10][NH:9]2)[CH:5]=[CH:6][CH:7]=1.[F:29][C:30]1[CH:35]=[CH:34][C:33]([N:36]=[C:37]=[O:38])=[CH:32][CH:31]=1>C(Cl)Cl>[F:29][C:30]1[CH:35]=[CH:34][C:33]([NH:36][C:37]([N:9]2[CH2:10][C@@H:11]([CH2:23][C:24]([CH3:25])([CH3:27])[CH3:26])[C@@:12]([C:15]3[CH:20]=[CH:19][C:18]([Cl:21])=[CH:17][C:16]=3[F:22])([C:13]#[N:14])[C@H:8]2[C:4]2[CH:5]=[CH:6][CH:7]=[C:2]([Cl:1])[C:3]=2[F:28])=[O:38])=[CH:32][CH:31]=1. Procedure: A mixture of rac-(2S,3S,4S)-2-(3-chloro-2-fluoro-phenyl)-3-(4-chloro-2-fluoro-phenyl)-4-(2,2-dimethyl-propyl)-pyrrolidine-3-carbonitrile (43.1 mg, 0.102 mmol) and 4-fluorophenyl isocyanate (Aldrich, 71.0 mg, 0.512 mmol) in CH2Cl2 (5 mL) was stirred at rt for 24 hrs. The reaction mixture was then concentrated and purified by flash column to give (2S,3S,4S)-2-(3-chloro-2-fluoro-phenyl)-3-(4-chloro-2-fluoro-phenyl)-3-cyano-4-(2,2-dimethyl-propyl)-pyrrolidine-1-carboxylic acid (4-fluoro-phenyl)-amid...